This data is from the Open Reaction Database (ORD), a public repository of structured organic reaction records. The task is: describe an organic reaction: reactants, conditions, products, and yield Starting materials: intermediate 2.2, [N+](=O)([O-])C1=CC=C(C=C1)N1CCN(CC1)C(=O)C=1C=C(C(=C(C1)O)O)O (5-{[4-(4-nitrophenyl)-1-piperazinyl]carbonyl}-benzene-1,2,3-triol), CC(C)(C)C=1C=C(C(=O)NCC2=CC=C(C=C2)[N+](=O)[O-])C=C(C1O)C(C)(C)C (3,5-bis-(1,1-dimethylethyl)-4-hydroxy-N-[(4-nitrophenyl)methyl]-benzamide). Product: NC1=CC=C(C=C1)N1CCN(CC1)C(=O)C=1C=C(C(=C(C1)O)O)O (5-{[4-(4-aminophenyl)-1-piperazinyl]carbonyl}-benzene-1,2,3-triol). Yield: 61.0%. As a reaction SMILES: [N+:1]([C:4]1[CH:9]=[CH:8][C:7]([N:10]2[CH2:15][CH2:14][N:13]([C:16]([C:18]3[CH:19]=[C:20]([OH:26])[C:21]([OH:25])=[C:22]([OH:24])[CH:23]=3)=[O:17])[CH2:12][CH2:11]2)=[CH:6][CH:5]=1)([O-])=O.CC(C1C=C(C=C(C(C)(C)C)C=1O)C(NCC1C=CC([N+]([O-])=O)=CC=1)=O)(C)C>>[NH2:1][C:4]1[CH:5]=[CH:6][C:7]([N:10]2[CH2:11][CH2:12][N:13]([C:16]([C:18]3[CH:23]=[C:22]([OH:24])[C:21]([OH:25])=[C:20]([OH:26])[CH:19]=3)=[O:17])[CH2:14][CH2:15]2)=[CH:8][CH:9]=1. Procedure details: The experimental protocol used is the same as that described for intermediate 2.2, with 5-{[4-(4-nitrophenyl)-1-piperazinyl]carbonyl}-benzene-1,2,3-triol replacing the 3,5-bis-(1,1-dimethylethyl)-4-hydroxy-N-[(4-nitrophenyl)methyl]-benzamide. A beige powder is obtained with a yield of 61%. This is used directly in the following stage without additional purification. Reactants: O=C([O-])O, CO, Cl, COCOc1cc(CNC(=O)c2cccnc2N)ccc1OCc1ccccc1, [Na+]. Yields the product Nc1ncccc1C(=O)NCc1ccc(OCc2ccccc2)c(O)c1. Reaction SMILES: [C:31](=[O:32])([OH:33])[O-:34].[CH3:36][OH:37].[ClH:30].[NH2:1][c:2]1[c:3]([C:4](=[O:5])[NH:6][CH2:7][c:8]2[cH:9][c:10]([O:22][CH2:23][O:24][CH3:25])[c:11]([O:14][CH2:15][c:16]3[cH:17][cH:18][cH:19][cH:20][cH:21]3)[cH:12][cH:13]2)[cH:26][cH:27][cH:28][n:29]1.[Na+:35]>>[NH2:1][c:2]1[c:3]([C:4](=[O:5])[NH:6][CH2:7][c:8]2[cH:9][c:10]([OH:22])[c:11]([O:14][CH2:15][c:16]3[cH:17][cH:18][cH:19][cH:20][cH:21]3)[cH:12][cH:13]2)[cH:26][cH:27][cH:28][n:29]1. Reactants: FC(OC1=C(C(=NC=N1)C(=O)[O-])C)F (6-(difluoromethoxy)-5-methylpyrimidine-4-carboxylate), [BH4-].[Na+] (NaBH4). Run in C(C)O (ethanol). Conditions: time 16 hour. Yields the product FC(OC1=C(C(=NC=N1)CO)C)F ((6-(difluoromethoxy)-5-methylpyrimidin-4-yl)methanol). As a reaction SMILES: [F:1][CH:2]([F:14])[O:3][C:4]1[N:9]=[CH:8][N:7]=[C:6]([C:10]([O-])=[O:11])[C:5]=1[CH3:13].[BH4-].[Na+]>C(O)C>[F:14][CH:2]([F:1])[O:3][C:4]1[N:9]=[CH:8][N:7]=[C:6]([CH2:10][OH:11])[C:5]=1[CH3:13] |f:1.2|. Procedure: To a stirred solution of 6-(difluoromethoxy)-5-methylpyrimidine-4-carboxylate 48b (14 g, 60.30 mmol) in ethanol (200 mL), NaBH4 (4.58 g, 120.59 mmol) was added at 0° C. and the mixture was stirred for 16 h at RT. Then the solvent was evaporated under the reduced pressure and the reaction mixture was poured in to water and extracted with ethyl acetate. The organic layer was washed with water brine and concentrated under reduced pressure to afford (6-(difluoromethoxy)-5-methylpyrimidin-4-yl)methan... The reactants are C(C)(=O)C=1C=CC=2C3=C(NC2C1)C(NN=C3C3=C(C(=CC=C3)[N+](=O)[O-])C)=O (7-acetyl-1-(2-methyl-3-nitrophenyl)-3H-pyridazino[4,5-b]indol-4(5H)-one), P(=O)(Cl)(Cl)Cl (phosphoryl trichloride). Reaction conditions: temperature 110 celsius. The product is ClC1=NN=C(C2=C1NC=1C=C(C=CC21)C(C)=O)C2=C(C(=CC=C2)[N+](=O)[O-])C (1-(4-Chloro-1-(2-methyl-3-nitrophenyl)-5H-pyridazino[4,5-b]indol-7-yl)ethanone). Isolated yield 86.7%. Reaction SMILES: [C:1]([C:4]1[CH:5]=[CH:6][C:7]2[C:8]3[C:16]([C:17]4[CH:22]=[CH:21][CH:20]=[C:19]([N+:23]([O-:25])=[O:24])[C:18]=4[CH3:26])=[N:15][NH:14][C:13](=O)[C:9]=3[NH:10][C:11]=2[CH:12]=1)(=[O:3])[CH3:2].P(Cl)(Cl)([Cl:30])=O>>[Cl:30][C:13]1[C:9]2[NH:10][C:11]3[CH:12]=[C:4]([C:1](=[O:3])[CH3:2])[CH:5]=[CH:6][C:7]=3[C:8]=2[C:16]([C:17]2[CH:22]=[CH:21][CH:20]=[C:19]([N+:23]([O-:25])=[O:24])[C:18]=2[CH3:26])=[N:15][N:14]=1. Reported procedure: To 7-acetyl-1-(2-methyl-3-nitrophenyl)-3H-pyridazino[4,5-b]indol-4(5H)-one (1.88 g, 91.7% pure, 4.75 mmol) at room temperature was added phosphoryl trichloride (350 mL, 3755 mmol), and the mixture was heated at 110° C. for 1 hr. The excess of phosphoryl trichloride was removed under vacuum. The residue was dissolved in ice cold ethyl acetate (900 mL), washed with water (100 mL), saturated NaHCO3 solution (2×100 mL), water (100 mL), and brine (100 mL). The organic solution was dried over anhydrou... Reactants: ClCCCl, Nc1nc2ccccc2c2c1nc(O)n2CCCCO, O=S(Cl)Cl. Product: Nc1nc2ccccc2c2c1nc(O)n2CCCCCl. RXN SMILES: [Cl:25][CH2:26][CH2:27][Cl:28].[NH2:5][c:6]1[n:7][c:8]2[cH:9][cH:10][cH:11][cH:12][c:13]2[c:14]2[c:15]1[n:16][c:17]([OH:24])[n:18]2[CH2:19][CH2:20][CH2:21][CH2:22][OH:23].[S:1]([Cl:2])([Cl:3])=[O:4]>>[Cl:3][CH2:22][CH2:21][CH2:20][CH2:19][n:18]1[c:14]2[c:13]3[c:8]([n:7][c:6]([NH2:5])[c:15]2[n:16][c:17]1[OH:24])[cH:9][cH:10][cH:11][cH:12]3.